Dataset: the Open Reaction Database (ORD), a public repository of structured organic reaction records. Task: describe an organic reaction: reactants, conditions, products, and yield Reactants: COCCN(C(=O)OC(C)(C)C)c1ccc(NC(=O)c2cc(OCc3ccccc3C#N)cc(OCc3ccccc3C#N)c2)nc1, ClCCl, O=C(O)C(F)(F)F. The product is COCCNc1ccc(NC(=O)c2cc(OCc3ccccc3C#N)cc(OCc3ccccc3C#N)c2)nc1. RXN SMILES: [C:1](#[N:2])[c:3]1[c:4]([CH2:5][O:6][c:7]2[cH:8][c:9]([C:10](=[O:11])[NH:12][c:13]3[cH:14][cH:15][c:16]([N:19]([C:20](=[O:21])[O:22][C:23]([CH3:24])([CH3:25])[CH3:26])[CH2:27][CH2:28][O:29][CH3:30])[cH:17][n:18]3)[cH:31][c:32]([O:34][CH2:35][c:36]3[c:37]([C:42]#[N:43])[cH:38][cH:39][cH:40][cH:41]3)[cH:33]2)[cH:44][cH:45][cH:46][cH:47]1.[Cl:55][CH2:56][Cl:57].[OH:48][C:49]([C:50]([F:51])([F:52])[F:53])=[O:54]>>[C:1](#[N:2])[c:3]1[c:4]([CH2:5][O:6][c:7]2[cH:8][c:9]([C:10](=[O:11])[NH:12][c:13]3[cH:14][cH:15][c:16]([NH:19][CH2:27][CH2:28][O:29][CH3:30])[cH:17][n:18]3)[cH:31][c:32]([O:34][CH2:35][c:36]3[c:37]([C:42]#[N:43])[cH:38][cH:39][cH:40][cH:41]3)[cH:33]2)[cH:44][cH:45][cH:46][cH:47]1. Yields the product ClC1=C(CC2=NC(=C(C3=C2N=CN3)C(=O)N)NC3=C(C=C(C=C3)CC(N3CCCC3)=O)OC)C(=CC=C1)Cl (4-(2,6-dichlorobenzyl)-6-((2-methoxy-4-(2-oxo-2-(pyrrolidin-1-yl)ethyl)phenyl)amino)-1H-imidazo[4,5-c]pyridine-7-carboxamide). Starting materials: O (water), ClC1=C(CC2=NC(=C(C3=C2N=CN3COCC[Si](C)(C)C)C#N)NC3=C(C=C(C=C3)CC(N3CCCC3)=O)OC)C(=CC=C1)Cl (4-(2,6-dichlorobenzyl)-6-((2-methoxy-4-(2-oxo-2-(pyrrolidin-1-yl)ethyl)phenyl)amino)-1-((2-(trimethylsilyl)ethoxy)methyl)-1H-imidazo[4,5-c]pyridine-7-carbonitrile), C([O-])(O)=O.[Na+] (sodium bicarbonate). RXN SMILES: [Cl:1][C:2]1[CH:44]=[CH:43][CH:42]=[C:41]([Cl:45])[C:3]=1[CH2:4][C:5]1[C:10]2[N:11]=[CH:12][N:13](COCC[Si](C)(C)C)[C:9]=2[C:8]([C:22]#[N:23])=[C:7]([NH:24][C:25]2[CH:30]=[CH:29][C:28]([CH2:31][C:32](=[O:38])[N:33]3[CH2:37][CH2:36][CH2:35][CH2:34]3)=[CH:27][C:26]=2[O:39][CH3:40])[N:6]=1.O.C(=O)(O)[O-:48].[Na+]>S(=O)(=O)(O)O>[Cl:1][C:2]1[CH:44]=[CH:43][CH:42]=[C:41]([Cl:45])[C:3]=1[CH2:4][C:5]1[C:10]2[N:11]=[CH:12][NH:13][C:9]=2[C:8]([C:22]([NH2:23])=[O:48])=[C:7]([NH:24][C:25]2[CH:30]=[CH:29][C:28]([CH2:31][C:32](=[O:38])[N:33]3[CH2:37][CH2:36][CH2:35][CH2:34]3)=[CH:27][C:26]=2[O:39][CH3:40])[N:6]=1 |f:2.3|. Procedure: The product of Example 30E (80 mg, 0.12 mmol) was dissolved in concentrated sulfuric acid (3 mL) and water (0.5 mL) was added and the solution was heated at 85° C. for 0.5 hours. After cooling to ambient temperature, the mixture was neutralized with saturated aqueous sodium bicarbonate solution and extracted with dichloromethane. The organic phase was dried over anhydrous sodium sulfate, filtered, concentrated and purified by preparative HPLC using a gradient of 10/90 to 75/25 acetonitrile/water... Conditions: temperature 85 celsius. Solvent: S(O)(O)(=O)=O (sulfuric acid). The reactants are [OH-].[Na+] (sodium hydroxide), C(C)OC(=O)C1C2(OCCO2)CSCS1 (6-ethoxycarbonyl-1,4-dioxa-7,9-dithiaspiro[4.5]decane). Run in O (water), C(C)O (ethanol). Reaction conditions: temperature 60 celsius, time 6 hour. Yields the product O1CCOC12C(SCSC2)C(=O)O (1,4-dioxa-7,9-dithiaspiro[4.5]decane-6-carboxylic acid). The yield is 93.7%. Reaction SMILES: [OH-].[Na+].C([O:5][C:6]([CH:8]1[S:17][CH2:16][S:15][CH2:14][C:9]21[O:13][CH2:12][CH2:11][O:10]2)=[O:7])C>O.C(O)C>[O:10]1[C:9]2([CH2:14][S:15][CH2:16][S:17][CH:8]2[C:6]([OH:7])=[O:5])[O:13][CH2:12][CH2:11]1 |f:0.1|. Procedure details: To a solution of 0.4 g (0.010 mole) of sodium hydroxide in 15 ml of water and 10 ml of ethanol was added 1.2 g (0.0048 mole) of 6-ethoxycarbonyl-1,4-dioxa-7,9-dithiaspiro[4.5]decane. The reaction mixture was stirred at 60° C. for six hours. After distilling off the ethanol, the mixture was cooled in an ice/water bath. The solution was acidified with concentrated hydrochloric acid, causing a white solid to precipitate. The solid was collected by filtration, washed with water, and dried in a vacuu...